From a dataset of the Open Reaction Database (ORD), a public repository of structured organic reaction records. describe an organic reaction: reactants, conditions, products, and yield The reactants are C1(=CC=CC=C1)NC1=CC=CC2=C(C=CC=C12)NC1=CC=CC=C1 (1,5-bis(phenylamino)naphthalene), IC1=CC=C(C=C1)C (p-iodotoluene), C([O-])([O-])=O.[K+].[K+] (potassium carbonate), [N+](=O)([O-])C1=CC=CC=C1 (nitrobenzene), NC1=CC=CC2=C(C=CC=C12)N (1,5-diamino naphthalene), IC1=CC=CC=C1 (iodobenzene), C([O-])([O-])=O.[K+].[K+] (potassium carbonate), [N+](=O)([O-])C1=CC=CC=C1 (nitrobenzene). The reagents and catalysts are [Cu] (copper), [Cu] (copper). Run in C1(=CC=CC=C1)C (toluene), C1(=CC=CC=C1)C (toluene). Run at temperature 200 celsius, time 30 hour. Product: C1(=CC=CC=C1)N(C1=CC=CC2=C(C=CC=C12)N(C1=CC=C(C=C1)C)C1=CC=CC=C1)C1=CC=C(C=C1)C (1,5-bis(Phenyl-p-tolylamino)naphthalene). As a reaction SMILES: N[C:2]1[C:11]2[C:6](=[C:7](N)[CH:8]=[CH:9][CH:10]=2)C=CC=1.I[C:14]1[CH:19]=[CH:18][CH:17]=[CH:16][CH:15]=1.C(=O)([O-])[O-].[K+].[K+].[N+]([C:29]1C=CC=CC=1)([O-])=O.[C:35]1([NH:41][C:42]2[C:51]3[C:46](=[C:47]([NH:52][C:53]4[CH:58]=[CH:57][CH:56]=[CH:55][CH:54]=4)[CH:48]=[CH:49][CH:50]=3)[CH:45]=[CH:44][CH:43]=2)[CH:40]=[CH:39][CH:38]=[CH:37][CH:36]=1.IC1C=CC(C)=CC=1>[Cu].C1(C)C=CC=CC=1>[C:53]1([N:52]([C:8]2[CH:7]=[CH:6][C:11]([CH3:2])=[CH:10][CH:9]=2)[C:47]2[C:46]3[C:51](=[C:42]([N:41]([C:14]4[CH:19]=[CH:18][CH:17]=[CH:16][CH:15]=4)[C:35]4[CH:36]=[CH:37][C:38]([CH3:29])=[CH:39][CH:40]=4)[CH:43]=[CH:44][CH:45]=3)[CH:50]=[CH:49][CH:48]=2)[CH:54]=[CH:55][CH:56]=[CH:57][CH:58]=1 |f:2.3.4|. Procedure: 8 gram (0.05 mol) of 1,5-diamino naphthalene, 22 gram (0.11 mol) of iodobenzene, 17 gram (0.12 mol) of potassium carbonate, 0.4 gram of copper powder and 50 milliliter of nitrobenzene were introduced in a 100 milliliter three-necked flask for stirring at 200° C. for 30 hours. After the reaction, toluene was added, followed by filtration for removal of inorganic compounds. Toluene and nitrobenzene were removed by distillation in a reduced pressure ambient, and the remainder was subjected to separ... The reactants are N1CCNCC1 (piperazine), C(C)(C)(C)OC(=O)N1CCC(CC1)C1=NC=NC2=CC(=CC=C12)OCCCOS(=O)(=O)C (4-[7-(3-Methanesulfonyloxy-propoxy)-quinazolin-4-yl]-piperidine-1-carboxylic acid tert-butyl ester). Solvent: O1CCOCC1 (dioxane). Reaction conditions: temperature 100 celsius, time 8 hour. Product: C(C)(C)(C)OC(=O)N1CCC(CC1)C1=NC=NC2=CC(=CC=C12)OCCCN1CCNCC1 (4-[7-(3-piperazin-1-yl-propoxy)-quinazolin-4-yl]-piperidine-1-carboxylic acid tert-butyl ester). Reaction SMILES: [C:1]([O:5][C:6]([N:8]1[CH2:13][CH2:12][CH:11]([C:14]2[C:23]3[C:18](=[CH:19][C:20]([O:24][CH2:25][CH2:26][CH2:27]OS(C)(=O)=O)=[CH:21][CH:22]=3)[N:17]=[CH:16][N:15]=2)[CH2:10][CH2:9]1)=[O:7])([CH3:4])([CH3:3])[CH3:2].[NH:33]1[CH2:38][CH2:37][NH:36][CH2:35][CH2:34]1>O1CCOCC1>[C:1]([O:5][C:6]([N:8]1[CH2:9][CH2:10][CH:11]([C:14]2[C:23]3[C:18](=[CH:19][C:20]([O:24][CH2:25][CH2:26][CH2:27][N:33]4[CH2:38][CH2:37][NH:36][CH2:35][CH2:34]4)=[CH:21][CH:22]=3)[N:17]=[CH:16][N:15]=2)[CH2:12][CH2:13]1)=[O:7])([CH3:2])([CH3:3])[CH3:4]. Procedure details: 4-[7-(3-Methanesulfonyloxy-propoxy)-quinazolin-4-yl]-piperidine-1-carboxylic acid tert-butyl ester (0.1 mmol), prepared as described in Example 115, was dissolved in anhydrous dioxane together with piperazine (0.5 mmol) and the mixture was stirred at 100° C. overnight and then concentrated in vacuo, then diluted with water and extracted with DCM. The DCM extract was washed with water thrice, dried over anhydrous MgSO4, filtered and concentrated in vacuo to obtain 4-[7-(3-piperazin-1-yl-propoxy)-... The reactants are O=C([O-])O, CS(=O)(=O)[O-], CCO, O=C1NN=C(c2cccc([N+](=O)[O-])c2)N2CCSCC12, [Na+], O, O, Cl[Sn](Cl)(Cl)Cl. The product is Nc1cccc(C2=NNC(=O)C3CSCCN23)c1. RXN SMILES: [C:28](=[O:29])([O-:30])[OH:31].[CH3:33][S:34](=[O:35])(=[O:36])[O-:37].[CH3:38][CH2:39][OH:40].[N+:1]([O-:2])(=[O:3])[c:4]1[cH:5][c:6]([C:10]2=[N:11][NH:12][C:13](=[O:20])[CH:14]3[N:15]2[CH2:16][CH2:17][S:18][CH2:19]3)[cH:7][cH:8][cH:9]1.[Na+:32].[OH2:21].[OH2:22].[Sn:23]([Cl:24])([Cl:25])([Cl:26])[Cl:27]>>[NH2:1][c:4]1[cH:5][c:6]([C:10]2=[N:11][NH:12][C:13](=[O:20])[CH:14]3[N:15]2[CH2:16][CH2:17][S:18][CH2:19]3)[cH:7][cH:8][cH:9]1. Starting materials: Cl (hydrochloric acid), [Cl-].[Al+3].[Cl-].[Cl-] (aluminum chloride), FC1=CC=C(C=C1)C1=CC=CC=C1 (4-fluoro-biphenyl), BrCC(=O)Br (bromoacetyl bromide). Run in C(CCl)Cl (ethylene chloride). Reaction conditions: time 2 hour. Yields the product BrCC(=O)C1=CC=C(C=C1)C1=CC=C(C=C1)F (2-bromo-4'-(4-fluoro-phenyl)-acetophenone). Isolated yield 60.3%. RXN SMILES: [Cl-].[Al+3].[Cl-].[Cl-].[F:5][C:6]1[CH:11]=[CH:10][C:9]([C:12]2[CH:17]=[CH:16][CH:15]=[CH:14][CH:13]=2)=[CH:8][CH:7]=1.[Br:18][CH2:19][C:20](Br)=[O:21].Cl>C(Cl)CCl>[Br:18][CH2:19][C:20]([C:15]1[CH:16]=[CH:17][C:12]([C:9]2[CH:8]=[CH:7][C:6]([F:5])=[CH:11][CH:10]=2)=[CH:13][CH:14]=1)=[O:21] |f:0.1.2.3|. Reported procedure: 44 gm (0.33 mol) of aluminum chloride were added in small portions to a solution of 51.7 gm (0.3 mol) of 4-fluoro-biphenyl and 66.6 gm (0.33 mol) of bromoacetyl bromide in 150 cc of ethylene chloride, while cooling the solution on an ice-salt bath, and the mixture was then stirred at room temperature for two hours. Thereafter, the reaction mixture was admixed with ice and hydrochloric acid, and the organic phase was separated, washed with water, dried with sodium sulfate and evaporated. The resi... Starting materials: CC(C)C(C)(NC(=O)c1nc2occc2cc1C(=O)O)C(N)=O, [Na+], [OH-], O. The product is CC(C)C1(C)N=C(c2nc3occc3cc2C(=O)O)NC1=O. Reaction SMILES: [C:1]([NH2:2])(=[O:3])[C:4]([CH:5]([CH3:6])[CH3:7])([CH3:8])[NH:9][C:10](=[O:11])[c:12]1[c:13]([C:21](=[O:22])[OH:23])[cH:14][c:15]2[c:16]([n:17]1)[o:18][cH:19][cH:20]2.[Na+:25].[OH-:24].[OH2:26]>>[C:1]1(=[O:3])[NH:2][C:10]([c:12]2[c:13]([C:21](=[O:22])[OH:23])[cH:14][c:15]3[c:16]([n:17]2)[o:18][cH:19][cH:20]3)=[N:9][C:4]1([CH:5]([CH3:6])[CH3:7])[CH3:8]. The reactants are N1CC(CC1)O (3-pyrrolidinol), FC=1C=C(C=CC1F)[N+](=O)[O-] (3,4-difluoronitrobenzene), C([O-])([O-])=O.[K+].[K+] (potassium carbonate). Run in CN(C=O)C (dimethylformamide). Conditions: time 8 hour. The product is FC=1C=C(C=CC1N1CC(CC1)O)[N+](=O)[O-] (3-Fluoro-4-(3-hydroxypyrrolidinyl)nitrobenzene). Isolated yield 113.2%. Reaction SMILES: [NH:1]1[CH2:5][CH2:4][CH:3]([OH:6])[CH2:2]1.[F:7][C:8]1[CH:9]=[C:10]([N+:15]([O-:17])=[O:16])[CH:11]=[CH:12][C:13]=1F.C(=O)([O-])[O-].[K+].[K+]>CN(C)C=O>[F:7][C:8]1[CH:9]=[C:10]([N+:15]([O-:17])=[O:16])[CH:11]=[CH:12][C:13]=1[N:1]1[CH2:5][CH2:4][CH:3]([OH:6])[CH2:2]1 |f:2.3.4|. Procedure: To a solution of 3-pyrrolidinol (1.82 g) and 3,4-difluoronitrobenzene (3.0 g) in dimethylformamide (30 ml) was added potassium carbonate (3.94 g). The mixture was stirred at room temperature overnight and then filtered followed by washing with dichloromethane. The filtrate combined was concentrated under reduced pressure. The residue obtained was chromatographed over a silica gel column eluting with ethyl acetate/hexane with increasing in the content of ethyl acetate (50% to 60%). The appropriat... The reactants are BrC=1C=CC2=C(C(=NCC=3N2C(=NN3)CC)C3=NC=CC=C3)C1 (8-bromo-1-ethyl-6-(2-pyridyl)-4H-s-triazolo[4,3-a][1,4]benzodiazepine), Cl.N(=O)[O-].[Na+] (hydrochloric acid sodium nitrite), S(=O)(Cl)Cl (thionyl chloride). Yields the product BrC1=CC(=C(C=C1)N1C(=NN=C1CC)CCl)C(=O)C1=NC=CC=C1 (4-[4-bromo-2-(2-pyridinecarbonyl)phenyl]-3-chloromethyl-5-ethyl-4H-1,2,4-triazole). Reaction SMILES: [Br:1][C:2]1[CH:3]=[CH:4][C:5]2[N:11]3[C:12]([CH2:15][CH3:16])=[N:13][N:14]=[C:10]3[CH2:9]N=[C:7]([C:17]3[CH:22]=[CH:21][CH:20]=[CH:19][N:18]=3)[C:6]=2[CH:23]=1.[ClH:24].N([O-])=[O:26].[Na+].S(Cl)(Cl)=O>>[Br:1][C:2]1[CH:3]=[CH:4][C:5]([N:11]2[C:12]([CH2:15][CH3:16])=[N:13][N:14]=[C:10]2[CH2:9][Cl:24])=[C:6]([C:7]([C:17]2[CH:22]=[CH:21][CH:20]=[CH:19][N:18]=2)=[O:26])[CH:23]=1 |f:1.2.3|. Reported procedure: According to the same procedure as described in the preparative Example 4, the reaction product of 8-bromo-1-ethyl-6-(2-pyridyl)-4H-s-triazolo[4,3-a][1,4]benzodiazepine with 6 N-hydrochloric acid-sodium nitrite is chlorinated with thionyl chloride to give 4-[4-bromo-2-(2-pyridinecarbonyl)phenyl]-3-chloromethyl-5-ethyl-4H-1,2,4-triazole as crystals. Recrystallization from acetone gives pale yellow prisms, melting at 199° to 201° (decomposition).